Dataset: the Open Reaction Database (ORD), a public repository of structured organic reaction records. Task: describe an organic reaction: reactants, conditions, products, and yield RXN SMILES: I[C:2]1[N:3]=[CH:4][N:5]2[CH:9]=[CH:8][S:7][C:6]=12.C[Mg]Br.O1CCCC1.[Br:18][C:19]1[CH:20]=[N:21][CH:22]=[C:23]([CH:25]=[O:26])[CH:24]=1>>[Br:18][C:19]1[CH:24]=[C:23]([CH:25]([OH:26])[C:2]2[N:3]=[CH:4][N:5]3[CH:9]=[CH:8][S:7][C:6]=23)[CH:22]=[N:21][CH:20]=1 |f:1.2|. Reactants: IC=1N=CN2C1SC=C2 (7-iodoimidazo[5,1-b]thiazole), C[Mg]Br.O1CCCC1 (methylmagnesium bromide tetrahydrofuran), BrC=1C=NC=C(C1)C=O (3-bromo-5-formylpyridine). Yield: 89.3%. Yields the product BrC=1C=C(C=NC1)C(C=1N=CN2C1SC=C2)O (7-[(5-Bromopyridin-3-yl)hydroxymethyl]imidazo[5,1-b]thiazole). Procedure: 7-[(5-Bromopyridin-3-yl)hydroxymethyl]imidazo[5,1-b]thiazole (2.77 g) was prepared in substantially the same manner as in step a) of Synthesis Example 1, except that 2.50 g of 7-iodoimidazo[5,1-b]thiazole, 12.2 ml of a 0.93 M methylmagnesium bromide/tetrahydrofuran solution, and 2.05 g of 3-bromo-5-formylpyridine were used as the starting materials. Procedure: 5-Hydroxy-3,4,8-trimethylcarbostyril (3.30 g, 16.3 mmol) was dissolved in N,N-dimethylformamide (100 ml), to which potassium carbonate (2.70 g, 19.6 mmol) and allyl iodide (2.91 g, 17.9 mmol) were added. The mixture was stirred in a bath of 75° C. for 8 hours. The reaction mixture was cooled, and the insoluble matter was removed by filtration. The filtrate was subjected to distillation under reduced pressure for removing the solvent. The residue was recrystallized from chloroform--n-hexane. As a... Reaction SMILES: [OH:1][C:2]1[CH:11]=[CH:10][C:9]([CH3:12])=[C:8]2[C:3]=1[C:4]([CH3:15])=[C:5]([CH3:14])[C:6](=[O:13])[NH:7]2.C(=O)([O-])[O-].[K+].[K+].[CH2:22](I)[CH:23]=[CH2:24]>CN(C)C=O>[CH2:24]([O:1][C:2]1[CH:11]=[CH:10][C:9]([CH3:12])=[C:8]2[C:3]=1[C:4]([CH3:15])=[C:5]([CH3:14])[C:6](=[O:13])[NH:7]2)[CH:23]=[CH2:22] |f:1.2.3|. Reactants: OC1=C2C(=C(C(NC2=C(C=C1)C)=O)C)C (5-Hydroxy-3,4,8-trimethylcarbostyril), C([O-])([O-])=O.[K+].[K+] (potassium carbonate), C(C=C)I (allyl iodide). Solvent: CN(C=O)C (N,N-dimethylformamide). Reaction conditions: temperature 75 celsius, time 8 hour. The yield is 71.6%. Yields the product C(C=C)OC1=C2C(=C(C(NC2=C(C=C1)C)=O)C)C (5-Allyloxy-3,4,8-trimethylcarbostyril). The reactants are ( b ), BrC1=CC(=C(C=C1)O)C (4-bromo-2-methylphenol), S(=O)(=O)(OCCOCCOC)C1=CC=C(C)C=C1 (2-(2-methoxyethoxy)ethyl tosylate). The product is BrC1=CC(=C(C=C1)OCCOCCOC)C (4-Bromo-[2-(2-methoxyethoxy)ethoxy]-2-methylbenzene). Reaction SMILES: [Br:1][C:2]1[CH:7]=[CH:6][C:5]([OH:8])=[C:4]([CH3:9])[CH:3]=1.S(C1C=CC(C)=CC=1)(O[CH2:14][CH2:15][O:16][CH2:17][CH2:18][O:19][CH3:20])(=O)=O>>[Br:1][C:2]1[CH:7]=[CH:6][C:5]([O:8][CH2:14][CH2:15][O:16][CH2:17][CH2:18][O:19][CH3:20])=[C:4]([CH3:9])[CH:3]=1. Procedure details: Prepared by the method of Example 42 (b) from 4-bromo-2-methylphenol and 2-(2-methoxyethoxy)ethyl tosylate. Starting materials: CC(CN(C(C)C)C(C)C)N1C(=O)C(=O)c2ccccc21, Cl, NNC(N)=O. Product: CC(CN(C(C)C)C(C)C)N1C(=O)C(=NNC(N)=O)c2ccccc21. As a reaction SMILES: [CH:1]([CH3:2])([CH3:3])[N:4]([CH2:5][CH:6]([CH3:7])[N:8]1[C:9](=[O:10])[C:11](=[O:12])[c:13]2[cH:14][cH:15][cH:16][cH:17][c:18]21)[CH:19]([CH3:20])[CH3:21].[ClH:22].[NH2:23][NH:24][C:25](=[O:26])[NH2:27]>>[CH:1]([CH3:2])([CH3:3])[N:4]([CH2:5][CH:6]([CH3:7])[N:8]1[C:9](=[O:10])[C:11](=[N:23][NH:24][C:25](=[O:26])[NH2:27])[c:13]2[cH:14][cH:15][cH:16][cH:17][c:18]21)[CH:19]([CH3:20])[CH3:21]. The reactants are Cc1cn(-c2ccc(Br)cc2C#N)cn1, Nc1ncn(-c2ccccc2C(F)(F)F)n1. Product: Cc1cn(-c2ccc(Nc3ncn(-c4ccccc4C(F)(F)F)n3)cc2C#N)cn1. Reaction SMILES: [Br:1][c:2]1[cH:3][cH:4][c:5](-[n:10]2[cH:11][n:12][c:13]([CH3:15])[cH:14]2)[c:6]([C:7]#[N:8])[cH:9]1.[F:16][C:17]([c:18]1[c:19](-[n:24]2[n:25][c:26]([NH2:29])[n:27][cH:28]2)[cH:20][cH:21][cH:22][cH:23]1)([F:30])[F:31]>>[c:2]1([NH:29][c:26]2[n:25][n:24](-[c:19]3[c:18]([C:17]([F:16])([F:30])[F:31])[cH:23][cH:22][cH:21][cH:20]3)[cH:28][n:27]2)[cH:3][cH:4][c:5](-[n:10]2[cH:11][n:12][c:13]([CH3:15])[cH:14]2)[c:6]([C:7]#[N:8])[cH:9]1. The reactants are FC(CN)(F)F (2,2,2-trifluoro-1-aminoethane), ClC1=NC(=C(C(=C1C#N)C1=CC=C(C=C1)OCCO)C#N)SCC=1N=C(SC1)C1=CC=C(C=C1)Cl (2-chloro-6-({(2-(4-chlorophenyl)-1,3-thiazol-4-yl)methyl}sulfanyl)-4-(4-(2-hydroxyethoxy)phenyl)pyridine-3,5-dicarbonitrile), FC(CN)(F)F (2,2,2-trifluoro-1-aminoethane), FC(CN)(F)F (2,2,2-trifluoro-1-aminoethane). The solvent is O1CCCC1 (tetrahydrofuran). Run at time 8 hour. Product: ClC1=CC=C(C=C1)C=1SC=C(N1)CSC1=NC(=C(C(=C1C#N)C1=CC=C(C=C1)OCCO)C#N)NCC(F)(F)F (2-({(2-(4-Chlorophenyl)-1,3-thiazol-4-yl)methyl}sulfanyl)-4-(4-(2-hydroxyethoxy)phenyl)-6-((2,2,2-trifluoroethyl)amino)pyridine-3,5-dicarbonitrile). The yield is 23.0%. RXN SMILES: Cl[C:2]1[C:7]([C:8]#[N:9])=[C:6]([C:10]2[CH:15]=[CH:14][C:13]([O:16][CH2:17][CH2:18][OH:19])=[CH:12][CH:11]=2)[C:5]([C:20]#[N:21])=[C:4]([S:22][CH2:23][C:24]2[N:25]=[C:26]([C:29]3[CH:34]=[CH:33][C:32]([Cl:35])=[CH:31][CH:30]=3)[S:27][CH:28]=2)[N:3]=1.[F:36][C:37]([F:41])([F:40])[CH2:38][NH2:39]>O1CCCC1>[Cl:35][C:32]1[CH:33]=[CH:34][C:29]([C:26]2[S:27][CH:28]=[C:24]([CH2:23][S:22][C:4]3[C:5]([C:20]#[N:21])=[C:6]([C:10]4[CH:11]=[CH:12][C:13]([O:16][CH2:17][CH2:18][OH:19])=[CH:14][CH:15]=4)[C:7]([C:8]#[N:9])=[C:2]([NH:39][CH2:38][C:37]([F:41])([F:40])[F:36])[N:3]=3)[N:25]=2)=[CH:30][CH:31]=1. Reported procedure: 140 mg (0.260 mmol) of 2-chloro-6-({(2-(4-chlorophenyl)-1,3-thiazol-4-yl)methyl}sulfanyl)-4-(4-(2-hydroxyethoxy)phenyl)pyridine-3,5-dicarbonitrile (Example 2A) and 52 mg (0.519 mmol) of 2,2,2-trifluoro-1-aminoethane were dissolved in 2 ml of tetrahydrofuran and stirred at room temperature overnight. A further 52 mg (0.519 mmol) of 2,2,2-trifluoro-1-aminoethane were added and stirring was continued for 6 hours, after which the reaction mixture was heated to 50° C. and stirred at this temperature ... Reactants: COCCOCC(=O)Cl (2-(2-methoxyethoxy)acetyl chloride), C1(=CC=CC=C1)C1=NNC=2N=C(SC21)N (3-phenyl-1H-pyrazolo[3,4-d]thiazol-5-ylamine), C(C(CO)(CO)N)O (trisamine). The reagents and catalysts are CN(C)C=1C=CN=CC1 (DMAP). Run in C1CCOC1 (THF). Run at temperature 70 celsius, time 24 hour. Yields the product COCCOCC(=O)NC=1SC2=C(N1)NN=C2C2=CC=CC=C2 (2-(2-methoxy-ethoxy)-N-(3-phenyl-1H-pyrazolo[3,4-d]thiazol-5-yl)-acetamide). The yield is 65.0%. RXN SMILES: [C:1]1([C:7]2[C:14]3[S:13][C:12]([NH2:15])=[N:11][C:10]=3[NH:9][N:8]=2)[CH:6]=[CH:5][CH:4]=[CH:3][CH:2]=1.[CH3:16][O:17][CH2:18][CH2:19][O:20][CH2:21][C:22](Cl)=[O:23].C(O)C(N)(CO)CO>CN(C1C=CN=CC=1)C.C1COCC1>[CH3:16][O:17][CH2:18][CH2:19][O:20][CH2:21][C:22]([NH:15][C:12]1[S:13][C:14]2[C:7]([C:1]3[CH:2]=[CH:3][CH:4]=[CH:5][CH:6]=3)=[N:8][NH:9][C:10]=2[N:11]=1)=[O:23]. Procedure details: To a vial charged with 3-phenyl-1H-pyrazolo[3,4-d]thiazol-5-ylamine (30 mg, 0.139 mmol), PS-DMAP (Argonaut resin, 6 equiv.), and a stirring bar was added THF (2 mL) and 2-(2-methoxyethoxy)acetyl chloride (106 μL, ca. 5 equiv.). The reaction mixture was stirred at 70° C. for 24 h, then cooled to room temperature and treated with PS-trisamine (Argonaut resin, 20 equiv.) for 1.5 h. The resin was filtered, washed with THF and the solvent was evaporated. The residue was treated with a (5:1:1) mixture... Starting materials: FC=1C=CC2=C([C@@H](CC3=C(S2)C=CC(=C3)C)N3CCN(CC3)CCN3C(OCC3)=O)C1 ((-)-(R)-3-{2-[4-(8-fluoro-10,11-dihydro-2-methyl-dibenzo[b,f]thiepin-10-yl)-1-piperazinyl]ethyl}-2-oxazolidinone), C(Cl)(Cl)Cl (chloroform), 0.5-M, CS(=O)(=O)O (methanesulfonic acid). Run in C1=CC=CC=C1 (benzene). Yields the product FC=1C=CC2=C(C(CC3=C(S2)C=CC(=C3)C)O)C1 (racemic 8-fluoro-10,11-dihydro-2-methyl-dibenzo[b,f]thiepin-10-ol). Isolated yield 97.0%. RXN SMILES: [F:1][C:2]1[CH:3]=[CH:4][C:5]2[S:11][C:10]3[CH:12]=[CH:13][C:14]([CH3:16])=[CH:15][C:9]=3[CH2:8][C@@H:7](N3CCN(CCN4CCOC4=O)CC3)[C:6]=2[CH:31]=1.C(Cl)(Cl)Cl.CS(O)(=O)=[O:38]>C1C=CC=CC=1>[F:1][C:2]1[CH:3]=[CH:4][C:5]2[S:11][C:10]3[CH:12]=[CH:13][C:14]([CH3:16])=[CH:15][C:9]=3[CH2:8][CH:7]([OH:38])[C:6]=2[CH:31]=1. Procedure details: 5.0 G. of enriched (-)-(R)-3-{2-[4-(8-fluoro-10,11-dihydro-2-methyl-dibenzo[b,f]thiepin-10-yl)-1-piperazinyl]ethyl}-2-oxazolidinone αD20 = -9.5°; α365 = +125.0° (chloroform; c = 2.50%)] are heated under reflux for 18 hours with stirring in 81 ml. of 0.5-M methanesulfonic acid and the mixture is subsequently treated with benzene. The organic phase is washed with water, dried over sodium sulfate and evaporated. The residue is crystallized from n-hexane, and there is obtained racemic 8-fluoro-10,11... Yields the product N#Cc1ccc(N2CCCC(N3CCC(CCCO)(c4ccc(F)cc4)OC3=O)C2)nc1. The reactants are N#Cc1ccc(Br)nc1, O=C1OC(CCCO)(c2ccc(F)cc2)CCN1C1CCCNC1. As a reaction SMILES: [Br:25][c:26]1[n:27][cH:28][c:29]([C:32]#[N:33])[cH:30][cH:31]1.[F:1][c:2]1[cH:3][cH:4][c:5]([C:8]2([CH2:21][CH2:22][CH2:23][OH:24])[CH2:9][CH2:10][N:11]([CH:15]3[CH2:16][NH:17][CH2:18][CH2:19][CH2:20]3)[C:12](=[O:14])[O:13]2)[cH:6][cH:7]1>>[F:1][c:2]1[cH:3][cH:4][c:5]([C:8]2([CH2:21][CH2:22][CH2:23][OH:24])[CH2:9][CH2:10][N:11]([CH:15]3[CH2:16][N:17]([c:26]4[n:27][cH:28][c:29]([C:32]#[N:33])[cH:30][cH:31]4)[CH2:18][CH2:19][CH2:20]3)[C:12](=[O:14])[O:13]2)[cH:6][cH:7]1.